This data is from the Open Reaction Database (ORD), a public repository of structured organic reaction records. The task is: describe an organic reaction: reactants, conditions, products, and yield The reactants are Cc1cc(C)c(C)c(O)c1, ClCCCl, COC(=O)CCCCCC(O)c1ccc(F)cc1, CCOC(=O)N=NC(=O)OCC, c1ccc(P(c2ccccc2)c2ccccc2)cc1. The product is COC(=O)CCCCCC(c1ccc(F)cc1)c1c(C)cc(C)c(C)c1O. Reaction SMILES: [CH3:1][c:2]1[cH:3][c:4]([CH3:5])[c:6]([CH3:7])[c:8]([OH:9])[cH:10]1.[Cl:60][CH2:61][CH2:62][Cl:63].[F:11][c:12]1[cH:13][cH:14][c:15]([CH:18]([CH2:19][CH2:20][CH2:21][CH2:22][CH2:23][C:24](=[O:25])[O:26][CH3:27])[OH:28])[cH:16][cH:17]1.[O:48]=[C:49]([O:50][CH2:51][CH3:52])[N:53]=[N:54][C:55]([O:56][CH2:57][CH3:58])=[O:59].[c:29]1([P:30]([c:31]2[cH:32][cH:33][cH:34][cH:35][cH:36]2)[c:37]2[cH:38][cH:39][cH:40][cH:41][cH:42]2)[cH:43][cH:44][cH:45][cH:46][cH:47]1>>[CH3:1][c:2]1[cH:3][c:4]([CH3:5])[c:6]([CH3:7])[c:8]([OH:9])[c:10]1[CH:18]([c:15]1[cH:14][cH:13][c:12]([F:11])[cH:17][cH:16]1)[CH2:19][CH2:20][CH2:21][CH2:22][CH2:23][C:24](=[O:25])[O:26][CH3:27]. Reactants: [BH4-].[Li+] (lithium borohydride), C(C)C=1C(=NC=2N(C1C)C=C(N2)C(=O)OCC)OC (ethyl 6-ethyl-7-methoxy-5-methylimidazo[1,2-a]pyrimidine-2-carboxylate), [BH4-] (borohydride). Solvent: O1CCCC1 (tetrahydrofuran). Run at time 30 minute. Product: C(C)C=1C(=NC=2N(C1C)C=C(N2)CO)OC ((6-ethyl-7-methoxy-5-methylimidazo[1,2-a]pyrimidin-2-yl)methanol). The yield is 92.8%. Reaction SMILES: [BH4-].[Li+].[CH2:3]([C:5]1[C:6]([O:20][CH3:21])=[N:7][C:8]2[N:9]([CH:12]=[C:13]([C:15](OCC)=[O:16])[N:14]=2)[C:10]=1[CH3:11])[CH3:4].[BH4-]>O1CCCC1>[CH2:3]([C:5]1[C:6]([O:20][CH3:21])=[N:7][C:8]2[N:9]([CH:12]=[C:13]([CH2:15][OH:16])[N:14]=2)[C:10]=1[CH3:11])[CH3:4] |f:0.1|. Reported procedure: 11.55 g (0.0525 mol) of lithium borohydride were added portionwise over 1 hour to a stirred solution of 19.7 g (75 mmol) of ethyl 6-ethyl-7-methoxy-5-methylimidazo[1,2-a]pyrimidine-2-carboxylate in 300 ml of dry tetrahydrofuran and after stirring at room temperature for 18 hours the excess borohydride was destroyed by dropwise addition of 300 ml of saturated sodium chloride solution. Then, the mixture was stirred for 30 minutes before separating the organic layer. The aqueous layer was extracted... The reactants are ClCCl, CCCCCNc1nc(N)nc(C)c1Cc1ccc(CO)cc1F, O=S(Cl)Cl. Yields the product CCCCCNc1nc(N)nc(C)c1Cc1ccc(CCl)cc1F. Reaction SMILES: [Cl:29][CH2:30][Cl:31].[NH2:5][c:6]1[n:7][c:8]([NH:23][CH2:24][CH2:25][CH2:26][CH2:27][CH3:28])[c:9]([CH2:13][c:14]2[c:15]([F:22])[cH:16][c:17]([CH2:20][OH:21])[cH:18][cH:19]2)[c:10]([CH3:12])[n:11]1.[S:1]([Cl:2])([Cl:3])=[O:4]>>[Cl:3][CH2:20][c:17]1[cH:16][c:15]([F:22])[c:14]([CH2:13][c:9]2[c:8]([NH:23][CH2:24][CH2:25][CH2:26][CH2:27][CH3:28])[n:7][c:6]([NH2:5])[n:11][c:10]2[CH3:12])[cH:19][cH:18]1. The reactants are [N+](=O)([O-])C1=C(C2=C(S1)C=CC=C2)NC2=CC=CC=C2 (2-nitro-N-phenylbenzo[b]thiophen-3-amine). Reagents/catalysts: [Fe] (iron). The solvent is C(C)(=O)O (acetic acid), O (water). Reaction conditions: time 2 hour. Yields the product C1(=CC=CC=C1)NC=1C2=C(SC1N)C=CC=C2 (N3-phenylbenzo[b]thiophene-2,3-diamine). Yield: 65.0%. Reaction SMILES: [N+:1]([C:4]1[S:8][C:7]2[CH:9]=[CH:10][CH:11]=[CH:12][C:6]=2[C:5]=1[NH:13][C:14]1[CH:19]=[CH:18][CH:17]=[CH:16][CH:15]=1)([O-])=O>C(O)(=O)C.O.[Fe]>[C:14]1([NH:13][C:5]2[C:6]3[CH:12]=[CH:11][CH:10]=[CH:9][C:7]=3[S:8][C:4]=2[NH2:1])[CH:15]=[CH:16][CH:17]=[CH:18][CH:19]=1. Procedure details: Into a solution of 2-nitro-N-phenylbenzo[b]thiophen-3-amine (13 g, 48 mmol) in acetic acid (200 ml) and water (20 ml) was added portionwise iron powder (14 g, 250 mmol). After stirring at room temperature for 2 h, it was filtered through a short plug of Celite and washed with DCM. The combined filtrate was washed with water and aqueous sodium carbonate solution. Upon evaporation off the solvent, the residue was purified by column chromatography on silica gel with hexane/DCM (4/1, v/v) as eluent ...